Dataset: the Open Reaction Database (ORD), a public repository of structured organic reaction records. Task: describe an organic reaction: reactants, conditions, products, and yield Reactants: CO, [H-], [Na+], C1COCCO1, O, O=C(O)C(Cl)Cl, CC(O)(c1ccccc1)c1cc(Cl)ccc1O. Yields the product CC1(c2ccccc2)OC(C(=O)O)Oc2ccc(Cl)cc21. RXN SMILES: [CH3:26][OH:27].[H-:1].[Na+:2].[O:28]1[CH2:29][CH2:30][O:31][CH2:32][CH2:33]1.[OH2:34].[OH:3][C:4](=[O:5])[CH:6]([Cl:7])[Cl:8].[OH:9][c:10]1[c:11]([C:12]([c:13]2[cH:14][cH:15][cH:16][cH:17][cH:18]2)([OH:19])[CH3:20])[cH:21][c:22]([Cl:25])[cH:23][cH:24]1>>[OH:3][C:4](=[O:5])[CH:6]1[O:9][c:10]2[c:11]([cH:21][c:22]([Cl:25])[cH:23][cH:24]2)[C:12]([c:13]2[cH:14][cH:15][cH:16][cH:17][cH:18]2)([CH3:20])[O:19]1. Starting materials: C(N)(=O)C=1C=C2C(=CNC2=CC1)CCCCN1CC2=C(CC1)C1=C(O2)C=CC=C1 (2-[4-(5-carbamoyl-3-indolyl)butyl]-1,2,3,4-tetrahydrobenzofuro[2,3-c]pyridine), [OH-].[Na+] (NaOH), C(C)OCCOCCO (diethylene glycol monoethyl ether). Solvent: O (water). Run at time 16 hour. Product: C(=O)(O)C=1C=C2C(=CNC2=CC1)CCCCN1CC2=C(CC1)C1=C(O2)C=CC=C1 (2-[4-(5-carboxy-3-indolyl)butyl]-1,2,3,4-tetrahydrobenzofuro[2,3-c]pyridine). Reaction SMILES: [C:1]([C:4]1[CH:5]=[C:6]2[C:10](=[CH:11][CH:12]=1)[NH:9][CH:8]=[C:7]2[CH2:13][CH2:14][CH2:15][CH2:16][N:17]1[CH2:22][CH2:21][C:20]2[C:23]3[CH:29]=[CH:28][CH:27]=[CH:26][C:24]=3[O:25][C:19]=2[CH2:18]1)(=[O:3])N.[OH-].[Na+].C([O:34]CCOCCO)C>O>[C:1]([C:4]1[CH:5]=[C:6]2[C:10](=[CH:11][CH:12]=1)[NH:9][CH:8]=[C:7]2[CH2:13][CH2:14][CH2:15][CH2:16][N:17]1[CH2:18][CH2:19][C:20]2[C:23]3[CH:29]=[CH:28][CH:27]=[CH:26][C:24]=3[O:25][C:21]=2[CH2:22]1)([OH:3])=[O:34] |f:1.2|. Procedure: A mixture of 38.7 g of 2-[4-(5-carbamoyl-3-indolyl)butyl]-1,2,3,4-tetrahydrobenzofuro[2,3-c]pyridine, 27.1 g of NaOH, 525 ml of water and 450 ml of diethylene glycol monoethyl ether is boiled, with stirring, for 16 hours. The mixture is cooled, the usual working up followed by acidification is carried out, and 2-[4-(5-carboxy-3-indolyl)butyl]-1,2,3,4-tetrahydrobenzofuro[2,3-c]pyridine is obtained. The reactants are ClC=1N=[N+](C2=C(N1)C=CC(=C2)Cl)[O-] (3,7-dichlorobenzo-1,2,4-triazine 1-oxide), [Cl-].[NH4+] (ammonium chloride), C(C)(=O)O (acetic acid). The reagents and catalysts are [Zn] (zinc). Solvent: O (water). Run at time 24 hour. Product: ClC=1N=NC2=C(N1)C=CC(=C2)Cl (3,7-dichloro-benzo-1,2,4-triazine). As a reaction SMILES: [Cl:1][C:2]1[N:3]=[N+:4]([O-])[C:5]2[CH:11]=[C:10]([Cl:12])[CH:9]=[CH:8][C:6]=2[N:7]=1.[Cl-].[NH4+].C(O)(=O)C>O.[Zn]>[Cl:1][C:2]1[N:3]=[N:4][C:5]2[CH:11]=[C:10]([Cl:12])[CH:9]=[CH:8][C:6]=2[N:7]=1 |f:1.2|. Procedure: A suspension of 21,8 g (0.1 mole) of 3,7-dichlorobenzo-1,2,4-triazine 1-oxide, 7.5 g of zinc dust and 5.5 g of ammonium chloride in 400 ml of water was stirred vigorously at room temperature for 24 hours. 50 ml of glacial acetic acid were then added, the mixture was stirred for a further hour and the insoluble constituents were then filtered off. The latter were extracted twice with methylene chloride. The combined methylene chloride solutions were washed with water, dried over sodium sulfate an... Reactants: [Na] (sodium), N1N=CC=C1 (pyrazole), FC1=CC=C(C=C1)[N+](=O)[O-] (4-fluoronitrobenzene), N1N=CC=C1 (Pyrazole), [H-].[Na+] (sodium hydride), [Cl-].[NH4+] (ammonium chloride). The solvent is O1CCCC1 (THF), O1CCCC1 (tetrahydrofuran), O1CCCC1 (THF). Conditions: time 2 hour. The product is [N+](=O)([O-])C1=CC=C(C=C1)N1N=CC=C1 (1-(4-nitrophenyl)pyrazole). RXN SMILES: [NH:1]1[CH:5]=[CH:4][CH:3]=[N:2]1.[H-].[Na+].[Na].F[C:10]1[CH:15]=[CH:14][C:13]([N+:16]([O-:18])=[O:17])=[CH:12][CH:11]=1.[Cl-].[NH4+]>O1CCCC1>[N+:16]([C:13]1[CH:14]=[CH:15][C:10]([N:1]2[CH:5]=[CH:4][CH:3]=[N:2]2)=[CH:11][CH:12]=1)([O-:18])=[O:17] |f:1.2,5.6,^1:7|. Reported procedure: Pyrazole (2.0 g, 29 mmol) in tetrahydrofuran (THF) is added dropwise to a suspension of 50% sodium hydride (1.4 g) in THF at RT, followed by stirring at RT for 2 hours. The resulting sodium salt of pyrazole is added to 4-fluoronitrobenzene (4.15 g) in THF at 0°, after which the mixture is heated under reflux for 15 hours. The reaction mixture is poured into saturated aq. ammonium chloride and extracted with ethyl acetate. The combined organic layers are washed with water and with brine and dried... The reactants are CCCOCCOc1cccc(Oc2ccc3c(c2)C=C(C(=O)OC)CCS3(=O)=O)c1, C1CCOC1, [Na+], [OH-]. The product is CCCOCCOc1cccc(Oc2ccc3c(c2)C=C(C(=O)O)CCS3(=O)=O)c1. As a reaction SMILES: [CH2:1]([CH2:2][CH3:3])[O:4][CH2:5][CH2:6][O:7][c:8]1[cH:9][c:10]([O:11][c:12]2[cH:13][cH:14][c:15]3[c:16]([cH:28]2)[CH:17]=[C:18]([C:24](=[O:25])[O:26][CH3:27])[CH2:19][CH2:20][S:21]3(=[O:22])=[O:23])[cH:29][cH:30][cH:31]1.[CH2:34]1[O:35][CH2:36][CH2:37][CH2:38]1.[Na+:33].[OH-:32]>>[CH2:1]([CH2:2][CH3:3])[O:4][CH2:5][CH2:6][O:7][c:8]1[cH:9][c:10]([O:11][c:12]2[cH:13][cH:14][c:15]3[c:16]([cH:28]2)[CH:17]=[C:18]([C:24](=[O:25])[OH:26])[CH2:19][CH2:20][S:21]3(=[O:22])=[O:23])[cH:29][cH:30][cH:31]1. The reactants are CCc1c(N=C=S)ccc2ocnc12, Cc1ccccc1, NCCN. Product: CCc1c(NC(=S)NCCN)ccc2ocnc12. As a reaction SMILES: [CH2:1]([CH3:2])[c:3]1[c:4]([N:12]=[C:13]=[S:14])[cH:5][cH:6][c:7]2[c:8]1[n:9][cH:10][o:11]2.[CH3:19][c:20]1[cH:21][cH:22][cH:23][cH:24][cH:25]1.[NH2:15][CH2:16][CH2:17][NH2:18]>>[CH2:1]([CH3:2])[c:3]1[c:4]([NH:12][C:13](=[S:14])[NH:18][CH2:17][CH2:16][NH2:15])[cH:5][cH:6][c:7]2[c:8]1[n:9][cH:10][o:11]2. The reactants are NC(CO)(C)C (2-amino-2-methylpropanol), 4A, C(C)OC(CCN1C=NC=C1)OCC (3-(Imidazol-1-yl)propionaldehyde diethyl acetal), aldehyde. The solvent is C(C)#N (acetonitrile). The product is N1(C=NC=C1)CCCNC(CO)(C)C (2-[3-(imidazol-1-yl)propylamino]-2-methyl-1-propanol). Reaction SMILES: C(O[CH:4](OCC)[CH2:5][CH2:6][N:7]1[CH:11]=[CH:10][N:9]=[CH:8]1)C.[NH2:15][C:16]([CH3:20])([CH3:19])[CH2:17][OH:18]>C(#N)C>[N:7]1([CH2:6][CH2:5][CH2:4][NH:15][C:16]([CH3:20])([CH3:19])[CH2:17][OH:18])[CH:11]=[CH:10][N:9]=[CH:8]1. Reported procedure: 3-(Imidazol-1-yl)propionaldehyde diethyl acetal (8.1 g) was converted into the free aldehyde, as described in Example 24, and then added to a mixture of 2-amino-2-methylpropanol (1.83 g) in acetonitrile (40 ml) and 4A molecular sieves (6.0 g). The mixture was reacted following the procedure of Example 24 to give 2-[3-(imidazol-1-yl)propylamino]-2-methyl-1-propanol, m.p. 81-85° C. Starting materials: C(C)(C)(C)OC(=O)N1CC2=C(CC1)SC(=C2)S(=O)(=O)Cl (2-chlorosulfonyl-6,7-dihydro-4H-thieno[3,2-c]pyridine-5-carboxylic acid tert-butyl ester), NC1=C(C=CC=C1)NS(=O)(=O)C1=CC2=C(S1)C=CC=C2 (benzo[b]thiophene-2-sulfonic acid (2-amino-phenyl)-amide), N1=CC=CC=C1 (pyridine). The solvent is C(Cl)Cl (DCM). Product: C(C)(C)(C)OC(=O)N1CC2=C(CC1)SC(=C2)S(NC2=C(C=CC=C2)NS(=O)(=O)C2=CC1=C(S2)C=CC=C1)(=O)=O (2-[2-(Benzo[b]thiophene-2-sulfonylamino) -phenylsulfamoyl]-6,7-dihydro-4H-thieno[3,2-c]pyridine-5-carboxylic acid tert-butyl ester). Isolated yield 312.3%. Reaction SMILES: [C:1]([O:5][C:6]([N:8]1[CH2:13][CH2:12][C:11]2[S:14][C:15]([S:17](Cl)(=[O:19])=[O:18])=[CH:16][C:10]=2[CH2:9]1)=[O:7])([CH3:4])([CH3:3])[CH3:2].[NH2:21][C:22]1[CH:27]=[CH:26][CH:25]=[CH:24][C:23]=1[NH:28][S:29]([C:32]1[S:36][C:35]2[CH:37]=[CH:38][CH:39]=[CH:40][C:34]=2[CH:33]=1)(=[O:31])=[O:30].N1C=CC=CC=1>C(Cl)Cl>[C:1]([O:5][C:6]([N:8]1[CH2:13][CH2:12][C:11]2[S:14][C:15]([S:17](=[O:19])(=[O:18])[NH:21][C:22]3[CH:27]=[CH:26][CH:25]=[CH:24][C:23]=3[NH:28][S:29]([C:32]3[S:36][C:35]4[CH:37]=[CH:38][CH:39]=[CH:40][C:34]=4[CH:33]=3)(=[O:31])=[O:30])=[CH:16][C:10]=2[CH2:9]1)=[O:7])([CH3:4])([CH3:3])[CH3:2]. Procedure: 2-[2-(Benzo[b]thiophene-2-sulfonylamino) -phenylsulfamoyl]-6,7-dihydro-4H-thieno[3,2-c]pyridine-5-carboxylic acid tert-butyl ester (280 mg) was prepared by using 2-chlorosulfonyl-6,7-dihydro-4H-thieno[3,2-c]pyridine-5-carboxylic acid tert-butyl ester (0.049 g, 0.148 mmol) and benzo[b]thiophene-2-sulfonic acid (2-amino-phenyl)-amide (0.045 g, 0.148 mmol, prepared as in Example 1) using pyridine in DCM following procedure as in Example 2.